From a dataset of the Open Reaction Database (ORD), a public repository of structured organic reaction records. describe an organic reaction: reactants, conditions, products, and yield Reactants: CCOC(C)=O, [H][H], Cc1cccc(-c2c(F)cccc2C(OCCN=[N+]=[N-])C2CN(C(=O)OC(C)(C)C)CCO2)c1. The product is Cc1cccc(-c2c(F)cccc2C(OCCN)C2CN(C(=O)OC(C)(C)C)CCO2)c1. As a reaction SMILES: [CH3:37][CH2:38][O:39][C:40]([CH3:41])=[O:42].[H:35][H:36].[N:1](=[N+:2]=[N-:3])[CH2:4][CH2:5][O:6][CH:7]([CH:8]1[O:9][CH2:10][CH2:11][N:12]([C:14](=[O:15])[O:16][C:17]([CH3:18])([CH3:19])[CH3:20])[CH2:13]1)[c:21]1[c:22](-[c:28]2[cH:29][c:30]([CH3:34])[cH:31][cH:32][cH:33]2)[c:23]([F:27])[cH:24][cH:25][cH:26]1>>[NH2:1][CH2:4][CH2:5][O:6][CH:7]([CH:8]1[O:9][CH2:10][CH2:11][N:12]([C:14](=[O:15])[O:16][C:17]([CH3:18])([CH3:19])[CH3:20])[CH2:13]1)[c:21]1[c:22](-[c:28]2[cH:29][c:30]([CH3:34])[cH:31][cH:32][cH:33]2)[c:23]([F:27])[cH:24][cH:25][cH:26]1.